This data is from the Open Reaction Database (ORD), a public repository of structured organic reaction records. The task is: describe an organic reaction: reactants, conditions, products, and yield Reagents/catalysts: [Cl-].[Zn+2].[Cl-] (zinc chloride), C=1C=CC(=CC1)[P](C=2C=CC=CC2)(C=3C=CC=CC3)[Pd]([P](C=4C=CC=CC4)(C=5C=CC=CC5)C=6C=CC=CC6)([P](C=7C=CC=CC7)(C=8C=CC=CC8)C=9C=CC=CC9)[P](C=1C=CC=CC1)(C=1C=CC=CC1)C=1C=CC=CC1 (tetrakis(triphenylphosphine)palladium). Starting materials: IC=1N=CN(C1C)C(C1=CC=CC=C1)(C1=CC=CC=C1)C1=CC=CC=C1 (4-Iodo-5-methyl-1-trityl-1H-imidazole), C(C)[Mg]Br (ethylmagnesium bromide), BrC=1C=NC=CC1 (3-bromopyridine). The yield is 92.0%. The product is CC1=C(N=CN1)C=1C=NC=CC1 (3-(5-methyl-1H-imidazol-4-yl)-pyridine). Procedure details: To a solution of 4-Iodo-5-methyl-1-trityl-1H-imidazole (1 eq) in THF at room temperature was added ethylmagnesium bromide (1.2 eq) under dry conditions. After stirring for 90 minutes, zinc chloride (1.2 eq) was added to the reaction mixture. After stirring for another 90 minutes, tetrakis(triphenylphosphine)palladium (10%) and 3-bromopyridine (1.2 eq) were added to the reaction mixture. Subsequent reaction conditions were performed as in Example 73 to give 3-(5-methyl-1H-imidazol-4-yl)-pyridine ... Solvent: C1CCOC1 (THF). Reaction conditions: time 90 minute. As a reaction SMILES: I[C:2]1[N:3]=[CH:4][N:5](C(C2C=CC=CC=2)(C2C=CC=CC=2)C2C=CC=CC=2)[C:6]=1[CH3:7].C([Mg]Br)C.Br[C:32]1[CH:33]=[N:34][CH:35]=[CH:36][CH:37]=1>C1COCC1.[Cl-].[Zn+2].[Cl-].C1C=CC([P]([Pd]([P](C2C=CC=CC=2)(C2C=CC=CC=2)C2C=CC=CC=2)([P](C2C=CC=CC=2)(C2C=CC=CC=2)C2C=CC=CC=2)[P](C2C=CC=CC=2)(C2C=CC=CC=2)C2C=CC=CC=2)(C2C=CC=CC=2)C2C=CC=CC=2)=CC=1>[CH3:7][C:6]1[NH:5][CH:4]=[N:3][C:2]=1[C:32]1[CH:33]=[N:34][CH:35]=[CH:36][CH:37]=1 |f:4.5.6,^1:49,51,70,89|. Reactants: COC(NC(C(=O)N1C(CC(C1)=C)C=1NC(=CN1)C1=CC=C(C=C1)C1=CC2=CC=C(C=C2C=C1)C=1NC(=NC1)C1N(CCC1)C(C(C1CCOCC1)NC(=O)OC)=O)C=1C=NC=CC1)=O ({2-[2-(5-{4-[6-(2-{1-[2-Methoxycarbonylamino-2-(tetrahydro-pyran-4-yl)-acetyl]-pyrrolidin-2-yl}-3H-imidazol-4-yl)-naphthalen-2-yl]-phenyl}-1H-imidazol-2-yl)-4-methylene-pyrrolidin-1-yl]-2-oxo-1-pyridin-3-yl-ethyl}-carbamic acid methyl ester), C(C)(C)(C)OC(=O)N1C(CC(C1)=C)C=1NC(=CN1)C1=CC=C(C=C1)C1=CC2=CC=C(C=C2C=C1)C=1NC(=NC1)C1N(CCC1)C(C(C(C)C)NC(=O)OC)=O (2-{5-[4-(6-{2-[1-(2-Methoxycarbonylamino-3-methyl-butyryl)-pyrrolidin-2-yl]-3H-imidazol-4-yl}-naphthalen-2-yl)-phenyl]-1H-imidazol-2-yl}-4-methylene-pyrrolidine-1-carboxylic acid tert-butyl ester). The product is COC(NC(C(C)C)C(=O)N1C(CCC1)C=1NC(=CN1)C1=CC2=CC=C(C=C2C=C1)C1=CC=C(C=C1)C=1NC(=NC1)C1N(CC(C1)=C)C(C(C=1C=NC=CC1)NC(=O)OC)=O)=O ([1-(2-{5-[6-(4-{2-[1-(2-Methoxycarbonylamino-2-pyridin-3-yl-acetyl)-4-methylene-pyrrolidin-2-yl]-3H-imidazol-4-yl}-phenyl)-naphthalen-2-yl]-1H-imidazol-2-yl}-pyrrolidine-1-carbonyl)-2-methyl-propyl]-carbamic acid methyl ester). Reaction SMILES: [CH3:1][O:2][C:3](=[O:65])[NH:4][CH:5]([C:59]1[CH:60]=[N:61][CH:62]=[CH:63][CH:64]=1)[C:6]([N:8]1[CH2:12][C:11](=[CH2:13])[CH2:10][CH:9]1[C:14]1[NH:15][C:16]([C:19]2[CH:24]=[CH:23][C:22]([C:25]3[CH:34]=[CH:33][C:32]4[C:27](=[CH:28][CH:29]=[C:30]([C:35]5[NH:36][C:37]([CH:40]6[CH2:44][CH2:43][CH2:42][N:41]6[C:45](=[O:58])[CH:46]([NH:53][C:54]([O:56][CH3:57])=[O:55])[CH:47]6[CH2:52]COC[CH2:48]6)=[N:38][CH:39]=5)[CH:31]=4)[CH:26]=3)=[CH:21][CH:20]=2)=[CH:17][N:18]=1)=[O:7].C(OC(N1CC(=C)CC1C1NC(C2C=CC(C3C=CC4C(=CC=C(C5NC(C6CCCN6C(=O)C(NC(OC)=O)C(C)C)=NC=5)C=4)C=3)=CC=2)=CN=1)=O)(C)(C)C>>[CH3:57][O:56][C:54](=[O:55])[NH:53][CH:46]([C:45]([N:41]1[CH2:42][CH2:43][CH2:44][CH:40]1[C:37]1[NH:36][C:35]([C:30]2[CH:29]=[CH:28][C:27]3[C:32](=[CH:33][CH:34]=[C:25]([C:22]4[CH:21]=[CH:20][C:19]([C:16]5[NH:15][C:14]([CH:9]6[CH2:10][C:11](=[CH2:13])[CH2:12][N:8]6[C:6](=[O:7])[CH:5]([NH:4][C:3]([O:2][CH3:1])=[O:65])[C:59]6[CH:60]=[N:61][CH:62]=[CH:63][CH:64]=6)=[N:18][CH:17]=5)=[CH:24][CH:23]=4)[CH:26]=3)[CH:31]=2)=[CH:39][N:38]=1)=[O:58])[CH:47]([CH3:48])[CH3:52]. Procedure: Prepared as {2-[2-(5-{4-[6-(2-{1-[2-Methoxycarbonylamino-2-(tetrahydro-pyran-4-yl)-acetyl]-pyrrolidin-2-yl}-3H-imidazol-4-yl)-naphthalen-2-yl]-phenyl}-1H-imidazol-2-yl)-4-methylene-pyrrolidin-1-yl]-2-oxo-1-pyridin-3-yl-ethyl}-carbamic acid methyl ester (Example CL) from 2-{5-[4-(6-{2-[1-(2-Methoxycarbonylamino-3-methyl-butyryl)-pyrrolidin-2-yl]-3H-imidazol-4-yl}-naphthalen-2-yl)-phenyl]-1H-imidazol-2-yl}-4-methylene-pyrrolidine-1-carboxylic acid tert-butyl ester. LCMS-ESI+: calc'd for C47H49N9O6... The reactants are FC1=C(C(=O)O)C=CC(=C1)C(C(F)(F)F)(F)F (2-fluoro-4-(1,1,2,2,2-pentafluoroethyl)benzoic acid), S(=O)(Cl)Cl (thionyl chloride). Conditions: temperature 60 celsius, time 22 hour. Yields the product FC1=C(C(=O)Cl)C=CC(=C1)C(C(F)(F)F)(F)F (2-fluoro-4-(1,1,2,2,2-pentafluoroethyl)benzoyl chloride). Yield: 93.4%. Reaction SMILES: [F:1][C:2]1[CH:10]=[C:9]([C:11]([F:17])([F:16])[C:12]([F:15])([F:14])[F:13])[CH:8]=[CH:7][C:3]=1[C:4](O)=[O:5].S(Cl)([Cl:20])=O>>[F:1][C:2]1[CH:10]=[C:9]([C:11]([F:17])([F:16])[C:12]([F:15])([F:14])[F:13])[CH:8]=[CH:7][C:3]=1[C:4]([Cl:20])=[O:5]. Procedure details: To 2-fluoro-4-(1,1,2,2,2-pentafluoroethyl)benzoic acid (1 g, 3.87 mmol) was added thionyl chloride (3.67 mL, 50.36 mmol) and the reaction was stirred at 60° C. for 22 hours. Excess thionyl chloride was removed in vacuo to yield 2-fluoro-4-(1,1,2,2,2-pentafluoroethyl)benzoyl chloride (1 g, 93%) a s a viscous yellow liquid. Starting materials: O=C1CCC(=O)N1Br, Cc1ccc2cccc(O)c2n1, CC(C)(C)N, Cc1ccccc1, CCCCCC. The product is Cc1ccc2ccc(Br)c(O)c2n1. RXN SMILES: [Br:6][N:7]1[C:8](=[O:9])[CH2:10][CH2:11][C:12]1=[O:13].[CH3:14][c:15]1[n:16][c:17]2[c:18]([OH:25])[cH:19][cH:20][cH:21][c:22]2[cH:23][cH:24]1.[CH3:1][C:2]([NH2:3])([CH3:4])[CH3:5].[CH3:26][c:27]1[cH:28][cH:29][cH:30][cH:31][cH:32]1.[CH3:33][CH2:34][CH2:35][CH2:36][CH2:37][CH3:38]>>[Br:6][c:19]1[c:18]([OH:25])[c:17]2[n:16][c:15]([CH3:14])[cH:24][cH:23][c:22]2[cH:21][cH:20]1.